Task: describe an organic reaction: reactants, conditions, products, and yield. Dataset: the Open Reaction Database (ORD), a public repository of structured organic reaction records The reactants are O=C([O-])[O-], CN(C)C=O, N#Cc1c(N2CCc3ccccc3CC2)nc(C2CC2)[nH]c1=O, O=S(=O)(OCC(F)(F)F)C(F)(F)F, [K+], [K+]. Product: N#Cc1c(OCC(F)(F)F)nc(C2CC2)nc1N1CCc2ccccc2CC1. RXN SMILES: [C:37](=[O:38])([O-:39])[O-:40].[CH3:43][N:44]([CH3:45])[CH:46]=[O:47].[CH:1]1([c:4]2[nH:5][c:6](=[O:23])[c:7]([C:21]#[N:22])[c:8]([N:10]3[CH2:11][CH2:12][c:13]4[c:14]([cH:17][cH:18][cH:19][cH:20]4)[CH2:15][CH2:16]3)[n:9]2)[CH2:2][CH2:3]1.[F:24][C:25]([F:26])([F:27])[S:28]([O:29][CH2:30][C:31]([F:32])([F:33])[F:34])(=[O:35])=[O:36].[K+:41].[K+:42]>>[CH:1]1([c:4]2[n:5][c:6]([O:23][CH2:30][C:31]([F:32])([F:33])[F:34])[c:7]([C:21]#[N:22])[c:8]([N:10]3[CH2:11][CH2:12][c:13]4[c:14]([cH:17][cH:18][cH:19][cH:20]4)[CH2:15][CH2:16]3)[n:9]2)[CH2:2][CH2:3]1. Starting materials: C1CCNCC1, COC(=O)CC(=O)C(OC)OC, CC(=O)O, O=Cc1ccccc1[N+](=O)[O-], c1ccccc1. The product is COC(=O)C(=Cc1ccccc1[N+](=O)[O-])C(=O)C(OC)OC. Reaction SMILES: [CH2:28]1[CH2:29][CH2:30][NH:31][CH2:32][CH2:33]1.[CH3:12][O:13][CH:14]([C:15]([CH2:16][C:17](=[O:18])[O:19][CH3:20])=[O:21])[O:22][CH3:23].[CH3:24][C:25](=[O:26])[OH:27].[N+:1](=[O:2])([O-:3])[c:4]1[c:5]([CH:6]=[O:7])[cH:8][cH:9][cH:10][cH:11]1.[cH:34]1[cH:35][cH:36][cH:37][cH:38][cH:39]1>>[N+:1](=[O:2])([O-:3])[c:4]1[c:5]([CH:6]=[C:16]([C:15]([CH:14]([O:13][CH3:12])[O:22][CH3:23])=[O:21])[C:17](=[O:18])[O:19][CH3:20])[cH:8][cH:9][cH:10][cH:11]1. Starting materials: C(C(=O)O)(=O)O (oxalic acid), O1[C@@H](C1)COC1=C2C=CNC2=CC=C1 ((S)-(+)-4-(oxiranylmethoxy)-1H-indole), FC(C1=C(C=CC=C1)N1CCNCC1)(F)F (1-(2-trifluoromethylphenyl)piperazine), CO (methanol). Solvent: C(C)(=O)OCC (ethyl acetate), C(C)(=O)OCC (ethyl acetate). The product is C(C(=O)O)(=O)O.N1C=CC2=C(C=CC=C12)OC[C@H](CN1CCN(CC1)C1=C(C=CC=C1)C(F)(F)F)O ((2S)-(-)-1-(4-indolyloxy)-3-(4-(2-trifluoromethylphenyl)piperazin-1-yl)-2-propanol ethanedioate). Reaction SMILES: [O:1]1[CH2:3][C@H:2]1[CH2:4][O:5][C:6]1[CH:14]=[CH:13][CH:12]=[C:11]2[C:7]=1[CH:8]=[CH:9][NH:10]2.[F:15][C:16]([F:30])([F:29])[C:17]1[CH:22]=[CH:21][CH:20]=[CH:19][C:18]=1[N:23]1[CH2:28][CH2:27][NH:26][CH2:25][CH2:24]1.[C:31]([OH:36])(=[O:35])[C:32]([OH:34])=[O:33].CO>C(OCC)(=O)C>[C:31]([OH:36])(=[O:35])[C:32]([OH:34])=[O:33].[NH:10]1[C:11]2[C:7](=[C:6]([O:5][CH2:4][C@@H:2]([OH:1])[CH2:3][N:26]3[CH2:25][CH2:24][N:23]([C:18]4[CH:19]=[CH:20][CH:21]=[CH:22][C:17]=4[C:16]([F:29])([F:30])[F:15])[CH2:28][CH2:27]3)[CH:14]=[CH:13][CH:12]=2)[CH:8]=[CH:9]1 |f:5.6|. Procedure: The title compound was prepared in similar fashion from (S)-(+)-4-(oxiranylmethoxy)-1H-indole and 1-(2-trifluoromethylphenyl)piperazine. The resulting free base was dissolved in ethyl acetate, and precipitated with one equivalent of oxalic acid in ethyl acetate in 70% overall yield. mp 123°-124°. FDMS m/e=419 (M+ of free base). α[D]589 =-7.01 (c=0.66, methanol). Reactants: C(C1=CC=CC=C1)OC(=O)N1C[C@@H](CCC1)CO ((3R)-3-Hydroxymethyl-piperidine-1-carboxylic acid benzyl ester), CC(=O)OI1(C=2C=CC=CC2C(=O)O1)(OC(=O)C)OC(=O)C (Dess-Martin periodinane). The solvent is C(Cl)Cl (CH2Cl2). Reaction conditions: time 15 minute. The product is C(C1=CC=CC=C1)OC(=O)N1CC(CCC1)C=O (3-formyl-piperidine-1-carboxylic acid benzyl ester). As a reaction SMILES: [CH2:1]([O:8][C:9]([N:11]1[CH2:16][CH2:15][CH2:14][C@@H:13]([CH2:17][OH:18])[CH2:12]1)=[O:10])[C:2]1[CH:7]=[CH:6][CH:5]=[CH:4][CH:3]=1.CC(OI1(OC(C)=O)(OC(C)=O)OC(=O)C2C=CC=CC1=2)=O>C(Cl)Cl>[CH2:1]([O:8][C:9]([N:11]1[CH2:16][CH2:15][CH2:14][CH:13]([CH:17]=[O:18])[CH2:12]1)=[O:10])[C:2]1[CH:7]=[CH:6][CH:5]=[CH:4][CH:3]=1. Reported procedure: To a stirring, 0° C. solution of 0.303 g (1.20 mmol) of 3-hydroxymethyl-piperidine-1-carboxylic acid benzyl ester (8) in CH2Cl2 (4.0 mL) was added 0.630 g (1.44 mmol) of Dess-Martin periodinane, and the solution was stirred under N2. When the reaction was complete by TLC (about 30 min.), the reaction was concentrated, and then Et2O was added. After standing for about 15 min., the reaction was filtered through Celite wet with Et2O, rinsed with Et2O, and concentrated. The crude reaction was purifi... The product is C1(=CC=CC=C1)N1CCN(CC1)CC(=O)OCC (Ethyl 2-(4-phenylpiperazin-1-yl)acetate). Reactants: C1(=CC=CC=C1)N1CCNCC1 (1-phenylpiperazine), ClCC(=O)OCC (ethyl chloroacetate), C(=O)(O)[O-].[Na+] (NaHCO3). Reaction SMILES: [C:1]1([N:7]2[CH2:12][CH2:11][NH:10][CH2:9][CH2:8]2)[CH:6]=[CH:5][CH:4]=[CH:3][CH:2]=1.Cl[CH2:14][C:15]([O:17][CH2:18][CH3:19])=[O:16].C([O-])(O)=O.[Na+]>CC(C)=O>[C:1]1([N:7]2[CH2:12][CH2:11][N:10]([CH2:14][C:15]([O:17][CH2:18][CH3:19])=[O:16])[CH2:9][CH2:8]2)[CH:6]=[CH:5][CH:4]=[CH:3][CH:2]=1 |f:2.3|. Run in CC(=O)C (acetone). Procedure: Synthesized according to General Procedure B: 1-phenylpiperazine (5{30}, 1 mL, 6.55 mmol, 1 equiv.), ethyl chloroacetate (0.77 mL, 7.20 mmol, 1.1 equiv.), NaHCO3 (0.69 g, 8.18 mmol, 1.25 equiv.), acetone (13.1 mL). Purification with flash column chromatography on silica gel (1:1 hexanes:EtOAc) afforded 6{30} (1.50 g, 93%) as a light yellow liquid. 1H-NMR (500 MHz, CDCl3): δ 7.20 (dd, 2H, J=7.0, 8.5 Hz), 6.87 (dd, 2H, J=1.0, 9.0 Hz), 6.80 (t, 1H, J=7.0 Hz), 4.15 (q, 2H, J=7.0 Hz), 3.20 (s, 2H), 3... Reactants: ClC1=C(OCCBr)C=CC(=C1)[N+](=O)[O-] (1-(2-chloro-4-nitrophenoxy)-2-bromoethane), C(C)O (ethanol), [O-]S(=O)S(=O)[O-].[Na+].[Na+] (Na2S2O4). Run in O (water). Run at time 20 minute. The product is NC1=CC(=C(OCCBr)C=C1)Cl (1-(4-amino-2-chlorophenoxy)-2-bromoethane). Yield: 23.5%. As a reaction SMILES: [Cl:1][C:2]1[CH:11]=[C:10]([N+:12]([O-])=O)[CH:9]=[CH:8][C:3]=1[O:4][CH2:5][CH2:6][Br:7].C(O)C.[O-]S(S([O-])=O)=O.[Na+].[Na+]>O>[NH2:12][C:10]1[CH:9]=[CH:8][C:3]([O:4][CH2:5][CH2:6][Br:7])=[C:2]([Cl:1])[CH:11]=1 |f:2.3.4|. Reported procedure: To 11 g (0.040 mol) of the 1-(2-chloro-4-nitrophenoxy)-2-bromoethane produced in Example 5-(1), ethanol (170 ml) was added and dissolved therein; to the resulting solution, Na2S2O4 (27.6 g, 0.158 mol) as dissolved in water (50 ml) was added dropwise, followed by stirring at room temperature for 20 min. The solvent was evaporated and the residue was diluted with an aqueous solution of sodium bicarbonate and two extractions were conducted with ethyl acetate. The organic extracts were dried with so...